This data is from the Open Reaction Database (ORD), a public repository of structured organic reaction records. The task is: describe an organic reaction: reactants, conditions, products, and yield Starting materials: FC1=CC(=C(N)C=C1)C (4-fluoro-2-methylaniline), C1N(CCC2=CC=CC=C12)C1=NC=2CCCCC2C(=N1)Cl (2-(1,2,3,4-tetrahydroisoquinolin-2-yl)-4-chloro-5,6,7,8-tetrahydroquinazoline). Solvent: CN(C=O)C (dimethylformamide). The product is Cl.CC1=C(C=CC(=C1)F)NC1=NC(=NC=2CCCCC12)N1CC2=CC=CC=C2CC1 (4-(2-Methyl-4-fluorophenylamino)-2-(1,2,3,4-tetrahydroisoquinolin-2-yl)-5,6,7,8-tetrahydroquinazoline hydrochloride). Yield: 47.1%. RXN SMILES: [F:1][C:2]1[CH:8]=[CH:7][C:5]([NH2:6])=[C:4]([CH3:9])[CH:3]=1.[CH2:10]1[C:19]2[C:14](=[CH:15][CH:16]=[CH:17][CH:18]=2)[CH2:13][CH2:12][N:11]1[C:20]1[N:29]=[C:28]([Cl:30])[C:27]2[CH2:26][CH2:25][CH2:24][CH2:23][C:22]=2[N:21]=1>CN(C)C=O>[ClH:30].[CH3:9][C:4]1[CH:3]=[C:2]([F:1])[CH:8]=[CH:7][C:5]=1[NH:6][C:28]1[C:27]2[CH2:26][CH2:25][CH2:24][CH2:23][C:22]=2[N:21]=[C:20]([N:11]2[CH2:12][CH2:13][C:14]3[C:19](=[CH:18][CH:17]=[CH:16][CH:15]=3)[CH2:10]2)[N:29]=1 |f:3.4|. Procedure details: After 4-fluoro-2-methylaniline(0.3 ml, 2.7 mmol) was added to a mixture solution of 2-(1,2,3,4-tetrahydroisoquinolin-2-yl)-4-chloro-5,6,7,8-tetrahydroquinazoline(0.3 g, 1.0 mmol) and dimethylformamide(5 ml), 0.2 g of the titled compound was prepared in accordance with the same procedure as in Step 4 of Example 57.